This data is from the Open Reaction Database (ORD), a public repository of structured organic reaction records. The task is: describe an organic reaction: reactants, conditions, products, and yield Starting materials: NC1=CC=C(C=C1)C[C@H](C(=O)OCC1=CC=CC=C1)O (benzyl (R)-3-(4-aminophenyl)-2-hydroxypropionate), BrCCCCBr (1,4-dibromobutane), C([O-])([O-])=O.[K+].[K+] (potassium carbonate), [I-].[Na+] (sodium iodide). The solvent is O (water). Yields the product O[C@@H](C(=O)OCC1=CC=CC=C1)CC1=CC=C(C=C1)N1CCCC1 (benzyl (R)-2-hydroxy-3-(4-pyrrolidinophenyl)propionate). Reaction SMILES: [NH2:1][C:2]1[CH:7]=[CH:6][C:5]([CH2:8][C@@H:9]([OH:20])[C:10]([O:12][CH2:13][C:14]2[CH:19]=[CH:18][CH:17]=[CH:16][CH:15]=2)=[O:11])=[CH:4][CH:3]=1.Br[CH2:22][CH2:23][CH2:24][CH2:25]Br.C(=O)([O-])[O-].[K+].[K+].[I-].[Na+]>O>[OH:20][C@H:9]([CH2:8][C:5]1[CH:6]=[CH:7][C:2]([N:1]2[CH2:25][CH2:24][CH2:23][CH2:22]2)=[CH:3][CH:4]=1)[C:10]([O:12][CH2:13][C:14]1[CH:15]=[CH:16][CH:17]=[CH:18][CH:19]=1)=[O:11] |f:2.3.4,5.6|. Procedure: The suspended solution of benzyl (R)-3-(4-aminophenyl)-2-hydroxypropionate(1.53 g), 1,4-dibromobutane (0.61 ml),potassium carbonate (2.07 g) and sodium iodide (0.37 g) indimethylformamide (5 ml) were stirred at room temperature for 71 hours. To the solution was added water (50 ml) and extracted withether (50 ml, 25 ml×2). After the ether layer was washed withsaturated brine, it was dried over anhydrous sodium sulfate. Thesolvent was evaporated in vacuo, the resultant crude product waspurified by...